From a dataset of the Open Reaction Database (ORD), a public repository of structured organic reaction records. describe an organic reaction: reactants, conditions, products, and yield The reactants are BrC=1C=C2COC(=O)C2=CC1 (5-bromophthalide), BrN1C(CCC1=O)=O (N-bromosuccinimide), O (water). Solvent: C(Cl)(Cl)(Cl)Cl (carbon tetrachloride). Run at time 4 hour. Product: BrC=1C=C2C(OC(=O)C2=CC1)O (5-Bromo-3-hydroxyphthalide). Reaction SMILES: [Br:1][C:2]1[CH:3]=[C:4]2[C:9](=[CH:10][CH:11]=1)[C:7](=[O:8])[O:6][CH2:5]2.BrN1C(=[O:18])CCC1=O.O>C(Cl)(Cl)(Cl)Cl>[Br:1][C:2]1[CH:3]=[C:4]2[C:9](=[CH:10][CH:11]=1)[C:7](=[O:8])[O:6][CH:5]2[OH:18]. Procedure: A mixture of 13.3 gm 5-bromophthalide and 12.7 gm N-bromosuccinimide in 480 ml carbon tetrachloride was irradiated with a tungsten floor lamp and refluxed for 3 hours. The reaction was followed by NMR. The succinimide was filtered off and the cake washed with carbon tetrachloride. The solvent was removed in vacuo leaving a residue of 19.2 gm, to which was added 100 ml water. This mixture was refluxed with stirring for 4 hours, then the mixture was cooled and the product filtered off, washed neut... The reactants are BrC1=C(C=O)C(=CC(=C1)O)O (2-bromo-4,6-dihydroxybenzaldehyde), CC1=CC=C(C=C1)S(=O)(=O)[O-].C1=CC=[NH+]C=C1 (PPTS), C1CC=COC1 (DHP). Run in ClCCl (dichloromethane). Reaction conditions: time 8 hour. Yields the product BrC1=C(C=O)C(=CC(=C1)OC1OCCCC1)O (2-bromo-6-hydroxy-4-(tetrahydro-2H-pyran-2-yloxy)benzaldehyde). RXN SMILES: [Br:1][C:2]1[CH:9]=[C:8]([OH:10])[CH:7]=[C:6]([OH:11])[C:3]=1[CH:4]=[O:5].CC1C=CC(S([O-])(=O)=O)=CC=1.C1C=C[NH+]=CC=1.[CH2:29]1[CH2:34][O:33][CH:32]=[CH:31][CH2:30]1>ClCCl>[Br:1][C:2]1[CH:9]=[C:8]([O:10][CH:32]2[CH2:31][CH2:30][CH2:29][CH2:34][O:33]2)[CH:7]=[C:6]([OH:11])[C:3]=1[CH:4]=[O:5] |f:1.2|. Procedure details: A mixture of 2-bromo-4,6-dihydroxybenzaldehyde (4.34 g, 20.0 mmol) and PPTS (0.51 g, 2.0 mmol) in dichloromethane (100 mL) was added DHP (3.02 g, 36.0 mmol). The reaction mixture was stirred at room temperature overnight and concentrated in vacuo. The residue was purified by column chromatography (EtOAc/PE=1/15) on silica gel to give the title compound as a colorless oil. (4.52 g, Y: 75.1%). The reactants are ClC1=C(C(=CC=C1)Cl)NS(=O)(=O)C1=NNC(=N1)NC(C)=O (N-(2,6-dichlorophenyl)-5-acetamido-1,2,4-triazole-3-sulfonamide), Cl (hydrochloric acid). The solvent is C1CCOC1 (THF). The product is ClC1=C(C(=CC=C1)Cl)NS(=O)(=O)C1=NNC(=N1)N (N-(2,6-dichlorophenyl)-5-amino-1,2,4-triazole-3-sulfonamide). Yield: 84.9%. As a reaction SMILES: [Cl:1][C:2]1[CH:7]=[CH:6][CH:5]=[C:4]([Cl:8])[C:3]=1[NH:9][S:10]([C:13]1[N:17]=[C:16]([NH:18]C(=O)C)[NH:15][N:14]=1)(=[O:12])=[O:11].Cl>C1COCC1>[Cl:8][C:4]1[CH:5]=[CH:6][CH:7]=[C:2]([Cl:1])[C:3]=1[NH:9][S:10]([C:13]1[N:17]=[C:16]([NH2:18])[NH:15][N:14]=1)(=[O:12])=[O:11]. Procedure details: A solution of 45.0 g (0.13 mol) of N-(2,6-dichlorophenyl)-5-acetamido-1,2,4-triazole-3-sulfonamide, 60 ml of 6N aqueous hydrochloric acid, and 500 ml of THF was heated at reflux for 4 hrs. The reaction mixture was cooled and the solvent was removed by rotary evaporation in vacuo. The crude solid was triturated with 5 ml of cold ethanol and then recrystallized from water. The desired product was collected by filtration and dried to yield 34.0 g (86 percent) of the desired product as a white solid... Starting materials: CCO, CCOC(=O)c1c(OC)nn2c(-c3c(OC)cc(COC)cc3OC)csc12, Cl, [Na+], [OH-]. Product: COCc1cc(OC)c(-c2csc3c(C(=O)O)c(OC)nn23)c(OC)c1. As a reaction SMILES: [CH3:32][CH2:33][OH:34].[CH3:3][O:4][c:5]1[c:6](-[c:16]2[n:17]3[c:18]([s:19][cH:20]2)[c:21]([C:26](=[O:27])[O:28][CH2:29][CH3:30])[c:22]([O:24][CH3:25])[n:23]3)[c:7]([O:14][CH3:15])[cH:8][c:9]([CH2:11][O:12][CH3:13])[cH:10]1.[ClH:31].[Na+:2].[OH-:1]>>[CH3:3][O:4][c:5]1[c:6](-[c:16]2[n:17]3[c:18]([s:19][cH:20]2)[c:21]([C:26](=[O:27])[OH:28])[c:22]([O:24][CH3:25])[n:23]3)[c:7]([O:14][CH3:15])[cH:8][c:9]([CH2:11][O:12][CH3:13])[cH:10]1. Starting materials: CC(C)(C)OC(=O)NCCC(CO)NC(=O)C(CCCN(Cc1ccccc1)C(=O)[O-])NC(=O)OC(C)(C)C, CCO. Reaction SMILES: [CH2:1]([c:5]1[cH:6][cH:7][cH:9][cH:10][cH:11]1)[N:8]([C:2](=[O:3])[O-:4])[CH2:12][CH2:13][CH2:14][CH:15]([C:16](=[O:17])[NH:18][CH:19]([CH2:20][CH2:21][NH:22][C:23](=[O:24])[O:25][C:26]([CH3:27])([CH3:28])[CH3:29])[CH2:30][OH:31])[NH:32][C:33](=[O:34])[O:35][C:36]([CH3:37])([CH3:38])[CH3:39].[CH3:40][CH2:41][OH:42]>>[NH2:8][CH2:12][CH2:13][CH2:14][CH:15]([C:16](=[O:17])[NH:18][CH:19]([CH2:20][CH2:21][NH:22][C:23](=[O:24])[O:25][C:26]([CH3:27])([CH3:28])[CH3:29])[CH2:30][OH:31])[NH:32][C:33](=[O:34])[O:35][C:36]([CH3:37])([CH3:38])[CH3:39]. Product: CC(C)(C)OC(=O)NCCC(CO)NC(=O)C(CCCN)NC(=O)OC(C)(C)C. Conditions: temperature 100 celsius, time 18 hour. Yields the product COc1ccnc2[nH]cc(C3=CCN(CC3)C(=O)OC(C)(C)C)c12. As a reaction SMILES: [CH3:1][O:2][c:3]1[c:11]([c:7]2[n:6][cH:5][cH:4]1)[cH:10][cH:9][nH:8]2.[CH3:12][C:13]([O:16][C:17]([N:19]1[CH2:24][CH2:23][C:22](=O)[CH2:21][CH2:20]1)=[O:18])([CH3:15])[CH3:14]>>[CH3:1][O:2][c:3]1[c:11]([c:7]2[n:6][cH:5][cH:4]1)[c:10]([C:22]([CH2:23][CH2:24][N:19]([C:17]([O:16][C:13]([CH3:15])([CH3:14])[CH3:12])=[O:18])[CH2:20]3)=[CH:21]3)[cH:9][nH:8]2. The reactants are C(OC(N1CCC(CC1)=O)=O)(C)(C)C, c12nccc(c1cc[nH]2)OC. Run in CC(C)CO (2-methyl-1-propanol). Reagents/catalysts: c1ccc(cc1)-c2c3ccccc3cc4ccccc24 (9-Phenylanthracene), O.[OH-].[Cs+]  (CsOH). Reactants: COC(=O)C1(F)CCCC1O, O, Cc1ccc(S(=O)(=O)Cl)cc1, c1ccncc1. The product is COC(=O)C1(F)CCCC1OS(=O)(=O)c1ccc(C)cc1. RXN SMILES: [CH3:12][O:13][C:14](=[O:15])[C:16]1([F:22])[CH:17]([OH:21])[CH2:18][CH2:19][CH2:20]1.[OH2:29].[c:1]1([CH3:11])[cH:2][cH:3][c:4]([S:7](=[O:8])(=[O:9])[Cl:10])[cH:5][cH:6]1.[cH:23]1[cH:24][cH:25][n:26][cH:27][cH:28]1>>[c:1]1([CH3:11])[cH:2][cH:3][c:4]([S:7](=[O:8])(=[O:9])[O:21][CH:17]2[C:16]([C:14]([O:13][CH3:12])=[O:15])([F:22])[CH2:20][CH2:19][CH2:18]2)[cH:5][cH:6]1.